This data is from the Open Reaction Database (ORD), a public repository of structured organic reaction records. The task is: describe an organic reaction: reactants, conditions, products, and yield Starting materials: CO, O=C(O)c1ccc2cc(Cl)ccc2c1, O, O=S(=O)(O)O. Product: COC(=O)c1ccc2cc(Cl)ccc2c1. Reaction SMILES: [CH3:21][OH:22].[Cl:1][c:2]1[cH:3][c:4]2[cH:5][cH:6][c:7]([C:12](=[O:13])[OH:14])[cH:8][c:9]2[cH:10][cH:11]1.[OH2:20].[S:15](=[O:16])(=[O:17])([OH:18])[OH:19]>>[Cl:1][c:2]1[cH:3][c:4]2[cH:5][cH:6][c:7]([C:12](=[O:13])[O:14][CH3:21])[cH:8][c:9]2[cH:10][cH:11]1. Reactants: O=C(OOC(=O)c1ccccc1)c1ccccc1, CCN(C(C)C)C(C)C, ClC(Cl)Cl, Cc1ccc(-c2nc(Cl)c(C#N)cc2-c2ccccc2)cc1, Nc1ncnc2c1cnn2C1CCNCC1, O=C1CCC(=O)N1Br. Product: N#Cc1cc(-c2ccccc2)c(-c2ccc(CN3CCC(n4ncc5c(N)ncnc54)CC3)cc2)nc1Cl. Reaction SMILES: [C:31]([O:32][O:33][C:34](=[O:35])[c:36]1[cH:37][cH:38][cH:39][cH:40][cH:41]1)(=[O:42])[c:43]1[cH:44][cH:45][cH:46][cH:47][cH:48]1.[CH:65]([N:66]([CH:67]([CH3:68])[CH3:69])[CH2:70][CH3:71])([CH3:72])[CH3:73].[CH:74]([Cl:75])([Cl:76])[Cl:77].[Cl:1][c:2]1[c:3]([C:4]#[N:5])[cH:6][c:7](-[c:17]2[cH:18][cH:19][cH:20][cH:21][cH:22]2)[c:8](-[c:10]2[cH:11][cH:12][c:13]([CH3:16])[cH:14][cH:15]2)[n:9]1.[NH:49]1[CH2:50][CH2:51][CH:52]([n:55]2[n:56][cH:57][c:58]3[c:59]2[n:60][cH:61][n:62][c:63]3[NH2:64])[CH2:53][CH2:54]1.[O:23]=[C:24]1[N:25]([Br:26])[C:27](=[O:28])[CH2:29][CH2:30]1>>[Cl:1][c:2]1[c:3]([C:4]#[N:5])[cH:6][c:7](-[c:17]2[cH:18][cH:19][cH:20][cH:21][cH:22]2)[c:8](-[c:10]2[cH:11][cH:12][c:13]([CH2:16][N:49]3[CH2:50][CH2:51][CH:52]([n:55]4[n:56][cH:57][c:58]5[c:59]4[n:60][cH:61][n:62][c:63]5[NH2:64])[CH2:53][CH2:54]3)[cH:14][cH:15]2)[n:9]1.